Dataset: the Open Reaction Database (ORD), a public repository of structured organic reaction records. Task: describe an organic reaction: reactants, conditions, products, and yield Reactants: C1(NCC=2C=CC3=C(C12)C=CCO3)=O (2,3-dihydropyrano[3,2-e]isoindol-1(7H)-one), II (iodine), N(=O)[O-].[Na+] (NaNO2). The solvent is CN1CCCC1 (N-methylpyrrolidine), O (H2O). Conditions: temperature 0 celsius, time 3 hour. Yields the product [N+](=O)([O-])C1=CC=2C=3C(NCC3C=CC2OC1)=O (8-nitro-2,3-dihydropyrano[3,2-e]isoindol-1(7H)-one). Isolated yield 84.4%. RXN SMILES: [C:1]1(=[O:14])[C:9]2[C:8]3[CH:10]=[CH:11][CH2:12][O:13][C:7]=3[CH:6]=[CH:5][C:4]=2[CH2:3][NH:2]1.[N:15]([O-:17])=[O:16].[Na+].II>CN1CCCC1.O>[N+:15]([C:11]1[CH2:12][O:13][C:7]2[CH:6]=[CH:5][C:4]3[CH2:3][NH:2][C:1](=[O:14])[C:9]=3[C:8]=2[CH:10]=1)([O-:17])=[O:16] |f:1.2|. Reported procedure: To a mixture of 2,3-dihydropyrano[3,2-e]isoindol-1(7H)-one ((71) 2.3 g, 12.3 mmol) in N-methylpyrrolidine (150 ml) and H2O (3 ml) was added NaNO2 (3.4 g, 49.2 mmol) in portions. To the mixture cooled at 0° C. was added iodine (9.4 g, 36.9 mmol). The reaction mixture was stirred for 3 hr, then quenched with 58% NaHSO3 (12 ml), H2O (12 ml), followed by addition of another 30 ml of 58% NaHSO3 solution. The solid was participated, filtered, and washed with H2O. The desired compound was air-dried und... Starting materials: CCOC(=O)C(Br)c1ccccc1, CCOC(C)=O, [Cl-], CCOC(=O)n1c(=O)[nH]c2ccc(Cl)cc21, [H-], [NH4+], [Na+], CN(C)C=O. Product: CCOC(=O)C(c1ccccc1)n1c(=O)n(C(=O)OCC)c2cc(Cl)ccc21. Reaction SMILES: [Br:19][CH:20]([C:21](=[O:22])[O:23][CH2:24][CH3:25])[c:26]1[cH:27][cH:28][cH:29][cH:30][cH:31]1.[CH3:39][CH2:40][O:41][C:42](=[O:43])[CH3:44].[Cl-:32].[Cl:1][c:2]1[cH:3][cH:4][c:5]2[c:6]([n:7]([C:11](=[O:12])[O:13][CH2:14][CH3:15])[c:8](=[O:10])[nH:9]2)[cH:16]1.[H-:17].[NH4+:33].[Na+:18].[O:34]=[CH:35][N:36]([CH3:37])[CH3:38]>>[Cl:1][c:2]1[cH:3][cH:4][c:5]2[c:6]([n:7]([C:11](=[O:12])[O:13][CH2:14][CH3:15])[c:8](=[O:10])[n:9]2[CH:20]([C:21](=[O:22])[O:23][CH2:24][CH3:25])[c:26]2[cH:27][cH:28][cH:29][cH:30][cH:31]2)[cH:16]1.